Dataset: the Open Reaction Database (ORD), a public repository of structured organic reaction records. Task: describe an organic reaction: reactants, conditions, products, and yield Reactants: COc1ccc2c(c1)CCN(C)C2=O, O, O=[N+]([O-])O. The product is COc1cc2c(cc1[N+](=O)[O-])C(=O)N(C)CC2. As a reaction SMILES: [CH3:1][N:2]1[C:3](=[O:14])[c:4]2[cH:5][cH:6][c:7]([O:12][CH3:13])[cH:8][c:9]2[CH2:10][CH2:11]1.[OH2:19].[OH:15][N+:16]([O-:17])=[O:18]>>[CH3:1][N:2]1[C:3](=[O:14])[c:4]2[cH:5][c:6]([N+:16](=[O:15])[O-:17])[c:7]([O:12][CH3:13])[cH:8][c:9]2[CH2:10][CH2:11]1. The reactants are CO, Clc1cc(Nc2ccc3[nH]ccc3c2)ncn1, N. The product is Nc1cc(Nc2ccc3[nH]ccc3c2)ncn1. As a reaction SMILES: [CH3:19][OH:20].[Cl:2][c:3]1[cH:4][c:5]([NH:9][c:10]2[cH:11][c:12]3[cH:13][cH:14][nH:15][c:16]3[cH:17][cH:18]2)[n:6][cH:7][n:8]1.[NH3:1]>>[NH2:1][c:3]1[cH:4][c:5]([NH:9][c:10]2[cH:11][c:12]3[cH:13][cH:14][nH:15][c:16]3[cH:17][cH:18]2)[n:6][cH:7][n:8]1.